Dataset: the Open Reaction Database (ORD), a public repository of structured organic reaction records. Task: describe an organic reaction: reactants, conditions, products, and yield The reactants are CC(C)(C)[Si](C)(C)Cl, CC(C)=O, COc1cc(C=O)cc(OC)c1O, CCN(C(C)C)C(C)C, ClCc1ccccc1, [K+], [K+], O=C([O-])[O-], CN(C)C=O. Yields the product COc1cc(C=O)cc(OC)c1OCc1ccccc1. As a reaction SMILES: [C:28]([Si:29]([Cl:30])([CH3:31])[CH3:32])([CH3:33])([CH3:34])[CH3:35].[CH3:50][C:51](=[O:52])[CH3:53].[CH:1]([c:2]1[cH:3][c:4]([O:5][CH3:6])[c:7]([OH:8])[c:9]([O:10][CH3:11])[cH:12]1)=[O:13].[CH:36]([N:37]([CH2:38][CH3:39])[CH:40]([CH3:41])[CH3:42])([CH3:43])[CH3:44].[Cl:14][CH2:15][c:16]1[cH:17][cH:18][cH:19][cH:20][cH:21]1.[K+:22].[K+:23].[O-:24][C:25]([O-:26])=[O:27].[O:45]=[CH:46][N:47]([CH3:48])[CH3:49]>>[CH:1]([c:2]1[cH:3][c:4]([O:5][CH3:6])[c:7]([O:8][CH2:15][c:16]2[cH:17][cH:18][cH:19][cH:20][cH:21]2)[c:9]([O:10][CH3:11])[cH:12]1)=[O:13].